From a dataset of the Open Reaction Database (ORD), a public repository of structured organic reaction records. describe an organic reaction: reactants, conditions, products, and yield As a reaction SMILES: [Cl:1][C:2]1[CH:9]=[CH:8][CH:7]=[CH:6][C:3]=1[CH2:4][SH:5].Cl[C:11]1[C:16]2[N:17]=[CH:18][N:19]([CH3:20])[C:15]=2[CH:14]=[CH:13][N:12]=1>C(O)C>[Cl:1][C:2]1[CH:9]=[CH:8][CH:7]=[CH:6][C:3]=1[CH2:4][S:5][C:11]1[C:16]2[N:17]=[CH:18][N:19]([CH3:20])[C:15]=2[CH:14]=[CH:13][N:12]=1. The solvent is C(C)O (ethanol). Product: ClC1=C(CSC2=NC=CC3=C2N=CN3C)C=CC=C1 (4-o-chloro-benzylthio-1-methyl-1H-imidazo(4,5-c)pyridine). Procedure: 2.76 g of Na is dissolved in 180 ml of ethanol; 19.1 g of o-chlorobenzylmercaptan and 16.76 g of 4-chloro-1-methyl-1H-imidazo(4,5-c)pyridine are added; the mixture is boiled for 16 hours and evaporated; and the residue is worked up in the customary manner to give 4-o-chloro-benzylthio-1-methyl-1H-imidazo(4,5-c)pyridine of m.p. 152°-155° (from ethanol). Reaction conditions: time 16 hour. Reactants: ClC1=C(CS)C=CC=C1 (o-chlorobenzylmercaptan), ClC1=NC=CC2=C1N=CN2C (4-chloro-1-methyl-1H-imidazo(4,5-c)pyridine), Na.